From a dataset of the Open Reaction Database (ORD), a public repository of structured organic reaction records. describe an organic reaction: reactants, conditions, products, and yield Starting materials: C[O-].[Na+] (sodium methoxide), C(=O)O.BrC1=C(C=C2C(NC=NC2=C1)=O)SC (7-bromo-6-methylthioquinazolin-4(3H)-one formic acid salt), BrCC(C[C@@H]1N(CCC[C@H]1OC)C(=O)OCC=C)=O (allyl trans-2-(3-bromo-2-oxopropyl)-3-methoxy-1-piperidinecarboxylate). Solvent: CO (methanol), CO (methanol). Product: BrC1=C(C=C2C(N(C=NC2=C1)CC(C[C@@H]1N(CCC[C@H]1OC)C(=O)OCC=C)=O)=O)SC (Allyl trans-2-[3-(7-Bromo-6-methylthioquinazolin-4(3H)-on-3-yl)-2-oxopropyl]-3-methoxy-1-piperidinecarboxylate). As a reaction SMILES: C(O)=O.[Br:4][C:5]1[CH:14]=[C:13]2[C:8]([C:9](=[O:15])[NH:10][CH:11]=[N:12]2)=[CH:7][C:6]=1[S:16][CH3:17].C[O-].[Na+].Br[CH2:22][C:23](=[O:39])[CH2:24][C@H:25]1[C@H:30]([O:31][CH3:32])[CH2:29][CH2:28][CH2:27][N:26]1[C:33]([O:35][CH2:36][CH:37]=[CH2:38])=[O:34]>CO>[Br:4][C:5]1[CH:14]=[C:13]2[C:8]([C:9](=[O:15])[N:10]([CH2:22][C:23](=[O:39])[CH2:24][C@H:25]3[C@H:30]([O:31][CH3:32])[CH2:29][CH2:28][CH2:27][N:26]3[C:33]([O:35][CH2:36][CH:37]=[CH2:38])=[O:34])[CH:11]=[N:12]2)=[CH:7][C:6]=1[S:16][CH3:17] |f:0.1,2.3|. Procedure: Under a nitrogen atmosphere in a flame dried flask at room temperature and with magnetic stirring, a suspension of 0.43 g (0.00136 mol) of 7-bromo-6-methylthioquinazolin-4(3H)-one formic acid salt in 5 ml of methanol was treated with two equivalents of sodium methoxide in methanol (approximately 1N). After 15 minutes 0.53 g (0.0016 mol) of allyl trans-2-(3-bromo-2-oxopropyl)-3-methoxy-1-piperidinecarboxylate was added in one portion. After being stirred for an hour, the reaction mixture was evap... The reactants are [Li+].[BH4-] (LiBH4), IC1=C(C(=O)NCC(=O)OCC)C=C(C(=C1)OC)OC (ethyl 2-(2-iodo-4,5-dimethoxybenzamido)acetate), CO (methanol). The solvent is C1CCOC1 (THF). Run at time 5 minute. The product is OCCNC(C1=C(C=C(C(=C1)OC)OC)I)=O (N-(2-hydroxyethyl)-2-iodo-4,5-dimethoxybenzamide). The yield is 79.7%. RXN SMILES: [Li+].[BH4-].[I:3][C:4]1[CH:18]=[C:17]([O:19][CH3:20])[C:16]([O:21][CH3:22])=[CH:15][C:5]=1[C:6]([NH:8][CH2:9][C:10](OCC)=[O:11])=[O:7].CO>C1COCC1>[OH:11][CH2:10][CH2:9][NH:8][C:6](=[O:7])[C:5]1[CH:15]=[C:16]([O:21][CH3:22])[C:17]([O:19][CH3:20])=[CH:18][C:4]=1[I:3] |f:0.1|. Procedure: LiBH4 (63 mg, 3 mmol) was added to a stirred solution of ethyl 2-(2-iodo-4,5-dimethoxybenzamido)acetate (379 mg, 1 mmol) in THF (2 mL) at −10° C. The reaction was stirred for 5 min then methanol (0.22 mL) was added dropwise. The reaction mixture was warmed to room temperature, stirred for 30 minutes and quenched by addition of water. The THF was removed under reduced pressure and the aqueous residue was thoroughly extracted with DCM. The combined organic phases were washed with brine, dried over... Reactants: FC1=CC=C(C=C1)C1(C2=CC=CC=C2OC=2C=CC=CC12)O (9-(4-fluorophenyl)-9H-xanthen-9-ol), COC([C@@H](NC(=O)OCC1C2=CC=CC=C2C=2C=CC=CC12)CO)=O (Nα -(9-fluorenylmethoxycarbonyl)-L-serine methyl ester). Product: FC1=CC=C(C=C1)C1(C2=CC=CC=C2OC=2C=CC=CC12)OC[C@H](N)C(=O)O (O-[9-(4-Fluorophenyl)-9H-xanthen-9-yl]-L-serine). RXN SMILES: [F:1][C:2]1[CH:7]=[CH:6][C:5]([C:8]2([OH:22])[C:21]3[CH:20]=[CH:19][CH:18]=[CH:17][C:16]=3[O:15][C:14]3[C:9]2=[CH:10][CH:11]=[CH:12][CH:13]=3)=[CH:4][CH:3]=1.C[O:24][C:25](=[O:47])[C@H:26]([CH2:45]O)[NH:27]C(OCC1C2C=CC=CC=2C2C1=CC=CC=2)=O>>[F:1][C:2]1[CH:3]=[CH:4][C:5]([C:8]2([O:22][CH2:45][C@@H:26]([C:25]([OH:47])=[O:24])[NH2:27])[C:9]3[CH:10]=[CH:11][CH:12]=[CH:13][C:14]=3[O:15][C:16]3[C:21]2=[CH:20][CH:19]=[CH:18][CH:17]=3)=[CH:6][CH:7]=1. Reported procedure: from 9-(4-fluorophenyl)-9H-xanthen-9-ol (Example 1 m) and Nα -(9-fluorenylmethoxycarbonyl)-L-serine methyl ester; Reactants: C1(CCCC1)N1C(CCC1)CN (1-cyclopentyl-2-aminomethylpyrrolidine), COC1=C(C(=O)Cl)C(=C(C=C1C(C)C)S(N)(=O)=O)C (2-methoxy-3-isopropyl-5-sulphamoyl-6-methylbenzoyl chloride). Run in CC(=O)CC (methyl-ethyl-ketone), CC(=O)CC (methyl-ethyl-ketone). Yields the product C1(CCCC1)N1C(CCC1)CNC(C1=C(C(=CC(=C1C)S(N)(=O)=O)C(C)C)OC)=O (N-(1-cyclopentyl-2-pyrrolidylmethyl)-2-methoxy-3-isopropyl-5-sulphamoyl-6-methyl benzamide). The yield is 16.5%. As a reaction SMILES: [CH:1]1([N:6]2[CH2:10][CH2:9][CH2:8][CH:7]2[CH2:11][NH2:12])[CH2:5][CH2:4][CH2:3][CH2:2]1.[CH3:13][O:14][C:15]1[C:23]([CH:24]([CH3:26])[CH3:25])=[CH:22][C:21]([S:27](=[O:30])(=[O:29])[NH2:28])=[C:20]([CH3:31])[C:16]=1[C:17](Cl)=[O:18]>CC(CC)=O>[CH:1]1([N:6]2[CH2:10][CH2:9][CH2:8][CH:7]2[CH2:11][NH:12][C:17](=[O:18])[C:16]2[C:20]([CH3:31])=[C:21]([S:27](=[O:30])(=[O:29])[NH2:28])[CH:22]=[C:23]([CH:24]([CH3:26])[CH3:25])[C:15]=2[O:14][CH3:13])[CH2:5][CH2:4][CH2:3][CH2:2]1. Procedure details: 3.4 g of 1-cyclopentyl-2-aminomethylpyrrolidine (0.020 mole) and 40 ml of methyl-ethyl-ketone are placed in a 250 flask fitted with an agitator, a thermometer and a dropping funnel. The mixture is cooled to about +10° C., then a solution of 5.5 g of 2-methoxy-3-isopropyl-5-sulphamoyl-6-methylbenzoyl chloride (0.018 mole) in 40 ml of methyl-ethyl-ketone is poured in drop by drop. The mixture is reacted 1 hour at room temperature, then the solvent is evaporated under vacuum and the residue dissolv...